This data is from the Open Reaction Database (ORD), a public repository of structured organic reaction records. The task is: describe an organic reaction: reactants, conditions, products, and yield The reactants are C(C)(=O)[O-].[Na+] (sodium acetate), Cl.Cl.N[C@@H]1[C@H](CCC1)CNC=1NC2=CC=CC=C2C(C1)=O (2-[((1R,2S)-2-aminocyclopentylmethyl)amino]-1H-quinolin-4-one dihydrochloride), C(#N)[BH3-].[Na+] (sodium cyanoborohydride), ClC=1C=C(C=O)C=CC1Cl (3,4-dichlorobenzaldehyde). The product is ClC=1C=C(CN[C@@H]2[C@H](CCC2)CNC=2NC3=CC=CC=C3C(C2)=O)C=CC1Cl (2-{[(1R,2S)-2-(3,4-Dichlorobenzylamino)cyclopentylmethyl]amino}-1H-quinolin-4-one). Reaction SMILES: C([O-])(=O)C.[Na+].C([BH3-])#N.[Na+].[Cl:10][C:11]1[CH:12]=[C:13]([CH:16]=[CH:17][C:18]=1[Cl:19])[CH:14]=O.Cl.Cl.[NH2:22][C@H:23]1[CH2:27][CH2:26][CH2:25][C@@H:24]1[CH2:28][NH:29][C:30]1[NH:31][C:32]2[C:37]([C:38](=[O:40])[CH:39]=1)=[CH:36][CH:35]=[CH:34][CH:33]=2>>[Cl:10][C:11]1[CH:12]=[C:13]([CH:16]=[CH:17][C:18]=1[Cl:19])[CH2:14][NH:22][C@H:23]1[CH2:27][CH2:26][CH2:25][C@@H:24]1[CH2:28][NH:29][C:30]1[NH:31][C:32]2[C:37]([C:38](=[O:40])[CH:39]=1)=[CH:36][CH:35]=[CH:34][CH:33]=2 |f:0.1,2.3,5.6.7|. Reported procedure: Title compound was prepared by the procedure described in Example 61d, using sodium acetate (0.020 g, 0.242 mmol), sodium cyanoborohydride (0.012 g, 0.194 mmol), 3,4-dichlorobenzaldehyde (0.017 g, 0.0969 mmol), and 2-[((1R,2S)-2-aminocyclopentylmethyl)amino]-1H-quinolin-4-one dihydrochloride (0.032 g, 0.0969 mmol). δH (CD3OD) 1.25-2.05 (7H, m), 2.73-2.81 (1H, m), 3.10-3.29 (2H, m), 3.61-3.80 (2H, m), 5.56 (1H, s), 7.13-8.00 (7H, m,). MS (AP+) 416 (M+).